describe an organic reaction: reactants, conditions, products, and yield From a dataset of the Open Reaction Database (ORD), a public repository of structured organic reaction records. Starting materials: ClC=1C=NC2=CC=C(C=C2C1CCC1CCN(CC1)C(=O)OCC)OC (3-chloro-6-methoxy-4-[2-(1-ethoxycarbonyl-4-piperidyl)-ethyl]-quinoline), O (water), aqueous solution, [OH-].[Na+] (sodium hydroxide), O (water), [H-].[Al+3].[Li+].[H-].[H-].[H-] (lithium aluminum hydride). Run in O1CCCC1 (tetrahydrofuran), O1CCCC1 (tetrahydrofuran). Conditions: temperature 0 celsius. Yields the product ClC=1C=NC2=CC=C(C=C2C1CCC1CCN(CC1)C)OC (3-chloro-6-methoxy-4-[2-(1-methyl-4-piperidyl)-ethyl]-quinoline). The yield is 66.5%. As a reaction SMILES: [H-].[Al+3].[Li+].[H-].[H-].[H-].[Cl:7][C:8]1[CH:9]=[N:10][C:11]2[C:16]([C:17]=1[CH2:18][CH2:19][CH:20]1[CH2:25][CH2:24][N:23]([C:26](OCC)=O)[CH2:22][CH2:21]1)=[CH:15][C:14]([O:31][CH3:32])=[CH:13][CH:12]=2.O.[OH-].[Na+]>O1CCCC1>[Cl:7][C:8]1[CH:9]=[N:10][C:11]2[C:16]([C:17]=1[CH2:18][CH2:19][CH:20]1[CH2:25][CH2:24][N:23]([CH3:26])[CH2:22][CH2:21]1)=[CH:15][C:14]([O:31][CH3:32])=[CH:13][CH:12]=2 |f:0.1.2.3.4.5,8.9|. Procedure details: 0.38 g of lithium aluminum hydride are introduced progressively and portionwise into 20 ml of dry tetrahydrofuran, under an atmosphere of nitrogen. The suspension obtained is cooled to 0° C., then a solution of 1.6 g of 3-chloro-6-methoxy-4-[2-(1-ethoxycarbonyl-4-piperidyl)-ethyl]-quinoline in tetrahydrofuran is added drop by drop. The reaction medium is maintained for 3 hours in an ice bath, then 0.45 ml of water, 0.33 ml of a 5 N aqueous solution of sodium hydroxide and 15 ml of water are adde...